This data is from the Open Reaction Database (ORD), a public repository of structured organic reaction records. The task is: describe an organic reaction: reactants, conditions, products, and yield The reactants are [K] (potassium), C(=O)([O-])C(O)C(O)C(=O)[O-].[Na+].[Na+] (sodium tartrate), solution, [H-].C(C(C)C)[Al+]CC(C)C (diisobutyl aluminium hydride), O=C1SC(=CN1CC#C)C(=O)OCC (Ethyl [2,3-dihydro-2-oxo-3-(2-propynyl)-thiazol-5-yl]carboxylate), B(F)(F)F.CCOCC (boron trifluoride etherate). Run in C1(=CC=CC=C1)C (toluene), C1(=CC=CC=C1)C (toluene). Reaction conditions: time 30 minute. Yields the product C(C#C)N1C(SC(=C1)CO)=O (3-(2-propynyl)-5-hydroxymethyl-2-(3H)-thiazolone). The yield is 34.5%. Reaction SMILES: [O:1]=[C:2]1[N:6]([CH2:7][C:8]#[CH:9])[CH:5]=[C:4]([C:10](OCC)=[O:11])[S:3]1.B(F)(F)F.CCOCC.[H-].C([Al+]CC(C)C)C(C)C.[K].C(C(C(C([O-])=O)O)O)([O-])=O.[Na+].[Na+]>C1(C)C=CC=CC=1>[CH2:7]([N:6]1[CH:5]=[C:4]([CH2:10][OH:11])[S:3][C:2]1=[O:1])[C:8]#[CH:9] |f:1.2,3.4,6.7.8,^1:33|. Reported procedure: A solution of 8.44 g of the product of Step B in 100 ml of toluene was cooled to -65° C. to -70° C. and 5.6 g of boron trifluoride etherate were added. The mixture was stirred for 30 minutes and 200 ml of a 1.2M solution of diisobutyl aluminium hydride in toluene were introduced over 2 hours 15 minutes. Stirring was carried out for a further 30 minutes and the mixture was poured into 1.5 l of a M solution of potassium and sodium tartrate. After stirring for one hour and decanting, extraction was... The reactants are CC(=O)O, CNCC(=O)OC(C)Cn1c(C)c(C(=O)Nc2ccc(Oc3ccnc4cc(OC)ccc34)cn2)c(=O)n1-c1ccccc1. The product is CC(=O)O, CNCC(=O)OC(C)Cn1c(C)c(C(=O)Nc2ccc(Oc3ccnc4cc(OC)ccc34)cn2)c(=O)n1-c1ccccc1. As a reaction SMILES: [CH3:1][C:2]([OH:3])=[O:4].[CH3:5][NH:6][CH2:7][C:8](=[O:9])[O:10][CH:11]([CH2:12][n:13]1[n:14](-[c:42]2[cH:43][cH:44][cH:45][cH:46][cH:47]2)[c:15](=[O:41])[c:16]([C:19]([NH:20][c:21]2[n:22][cH:23][c:24]([O:27][c:28]3[cH:29][cH:30][n:31][c:32]4[cH:33][c:34]([O:38][CH3:39])[cH:35][cH:36][c:37]34)[cH:25][cH:26]2)=[O:40])[c:17]1[CH3:18])[CH3:48]>>[CH3:1][C:2](=[O:3])[OH:4].[CH3:5][NH:6][CH2:7][C:8](=[O:9])[O:10][CH:11]([CH2:12][n:13]1[n:14](-[c:42]2[cH:43][cH:44][cH:45][cH:46][cH:47]2)[c:15](=[O:41])[c:16]([C:19]([NH:20][c:21]2[n:22][cH:23][c:24]([O:27][c:28]3[cH:29][cH:30][n:31][c:32]4[cH:33][c:34]([O:38][CH3:39])[cH:35][cH:36][c:37]34)[cH:25][cH:26]2)=[O:40])[c:17]1[CH3:18])[CH3:48]. Starting materials: [Li]CCCC (n-BuLi), NC=1OC=CN1 (2-aminooxazole), CS(=O)(=O)OC[C@H]1CN(C(O1)=O)C1=CC(=C(C=C1)C=1CCOCC1)F (5(R)-methylsulfonyloxymethyl-3-(3-fluoro-4-(3,6-dihydro-(2H)-pyran-4-yl)phenyl)oxazolidin-2-one). Solvent: C1CCOC1 (THF), C1CCOC1 (THF). Yields the product O1C(=NC=C1)NC[C@H]1CN(C(O1)=O)C1=CC(=C(C=C1)C=1CCOCC1)F (5(S)Oxazol-2-ylaminomethyl-3-(3-fluoro-4-(3,6-dihydro-(2H)-pyran-4 yl)phenyl)oxazolidin-2-one). The yield is 3.5%. Reaction SMILES: [NH2:1][C:2]1[O:3][CH:4]=[CH:5][N:6]=1.[Li]CCCC.CS(O[CH2:17][C@@H:18]1[O:22][C:21](=[O:23])[N:20]([C:24]2[CH:29]=[CH:28][C:27]([C:30]3[CH2:31][CH2:32][O:33][CH2:34][CH:35]=3)=[C:26]([F:36])[CH:25]=2)[CH2:19]1)(=O)=O>C1COCC1>[O:3]1[CH:4]=[CH:5][N:6]=[C:2]1[NH:1][CH2:17][C@@H:18]1[O:22][C:21](=[O:23])[N:20]([C:24]2[CH:29]=[CH:28][C:27]([C:30]3[CH2:31][CH2:32][O:33][CH2:34][CH:35]=3)=[C:26]([F:36])[CH:25]=2)[CH2:19]1. Reported procedure: To a stirred partial solution of 2-aminooxazole (169 mg, 2.0 mmol) in dry THF (10 ml), cooled to −78° C., under argon, was added slowly n-BuLi (1.33M, 1.5 ml, 2.0 mmol), followed after 1 h by 5(R)-methylsulfonyloxymethyl-3-(3-fluoro-4-(3,6-dihydro-(2H)-pyran-4-yl)phenyl)oxazolidin-2-one (see Example 41; 371 mg, 11.0 mol) suspended in dry THF (20 ml). The reaction was allowed to come to room temperature and then refluxed for 24 h. The reaction was quenched with ammonium chloride solution (10% w/v... The reactants are CC(C)(C)OC(=O)n1nc(I)c2ccc(Oc3ccccc3F)cc21, O=C([O-])[O-], CCO, OB(O)c1ccccc1Cl, [K+], [K+], C1COCCO1, O. Yields the product CC(C)(C)OC(=O)n1nc(-c2ccccc2Cl)c2ccc(Oc3ccccc3F)cc21. As a reaction SMILES: [C:1]([CH3:2])([CH3:3])([CH3:4])[O:5][C:6](=[O:7])[n:8]1[n:9][c:10]([I:25])[c:11]2[cH:12][cH:13][c:14]([O:17][c:18]3[c:19]([F:24])[cH:20][cH:21][cH:22][cH:23]3)[cH:15][c:16]12.[C:36](=[O:37])([O-:38])[O-:39].[CH3:48][CH2:49][OH:50].[Cl:26][c:27]1[c:28]([B:33]([OH:34])[OH:35])[cH:29][cH:30][cH:31][cH:32]1.[K+:40].[K+:41].[O:42]1[CH2:43][CH2:44][O:45][CH2:46][CH2:47]1.[OH2:51]>>[C:1]([CH3:2])([CH3:3])([CH3:4])[O:5][C:6](=[O:7])[n:8]1[n:9][c:10](-[c:28]2[c:27]([Cl:26])[cH:32][cH:31][cH:30][cH:29]2)[c:11]2[cH:12][cH:13][c:14]([O:17][c:18]3[c:19]([F:24])[cH:20][cH:21][cH:22][cH:23]3)[cH:15][c:16]12. The reactants are NC1=NC(=NC(=N1)N(C1=CC=CC=C1)C)C1=NOC(=N1)C1=CC=C(C=N1)C(C)O (1-[6-(3-{4-Amino-6-[methyl(phenyl)amino]-1,3,5-triazin-2-yl}-1,2,4-oxadiazol-5-yl)pyridin-3-yl]ethan-1-ol), O (water), NC1=NC(=NC(=N1)N(C1=CC=CC=C1)C)C1=NOC(=N1)C1=CC=C(C=N1)C(C)O (1-[6-(3-{4-Amino-6-[methyl(phenyl)amino]-1,3,5-triazin-2-yl}-1,2,4-oxadiazol-5-yl)pyridin-3-yl]ethan-1-ol), ClC(C#N)(Cl)Cl (Trichloroacetonitrile), N1(CCCCCC=NCCC1)C1CCCCCCCCCC1 (1,8-diazabicycloundec-7-ene). The solvent is C(Cl)Cl (DCM), C(Cl)Cl (DCM). Run at time 19 hour. Yields the product ClC(CC(OC(C)C=1C=NC(=CC1)C1=NC(=NO1)C1=NC(=NC(=N1)N)N(C1=CC=CC=C1)C)=N)(Cl)Cl (1-[6-(3-{4-Amino-6-[methyl(phenyl)amino]-1,3,5-triazin-2-yl}-1,2,4-oxadiazol-5-yl)pyridin-3-yl]ethyl 2,2,2-trichloroethanecarboximidate). The yield is 91.0%. As a reaction SMILES: [NH2:1][C:2]1[N:7]=[C:6]([N:8]([CH3:15])[C:9]2[CH:14]=[CH:13][CH:12]=[CH:11][CH:10]=2)[N:5]=[C:4]([C:16]2[N:20]=[C:19]([C:21]3[N:26]=[CH:25][C:24]([CH:27]([OH:29])[CH3:28])=[CH:23][CH:22]=3)[O:18][N:17]=2)[N:3]=1.[Cl:30][C:31]([Cl:35])([Cl:34])[C:32]#N.[N:36]1(C2CCCCCCCCCC2)CCCN=CCCCC[CH2:37]1.O>C(Cl)Cl>[Cl:30][C:31]([Cl:35])([Cl:34])[CH2:32][C:37](=[NH:36])[O:29][CH:27]([C:24]1[CH:25]=[N:26][C:21]([C:19]2[O:18][N:17]=[C:16]([C:4]3[N:3]=[C:2]([NH2:1])[N:7]=[C:6]([N:8]([CH3:15])[C:9]4[CH:14]=[CH:13][CH:12]=[CH:11][CH:10]=4)[N:5]=3)[N:20]=2)=[CH:22][CH:23]=1)[CH3:28]. Procedure: 1-[6-(3-{4-Amino-6-[methyl(phenyl)amino]-1,3,5-triazin-2-yl}-1,2,4-oxadiazol-5-yl)pyridin-3-yl]ethan-1-ol (Intermediate 140, 0.400 g, 1.02 mmol) was suspended in DCM. Trichloroacetonitrile (0.123 mL, 1.22 mmol) and 1,8-diazabicycloundec-7-ene (few drops) were added and the mixture was stirred at room temperature for 19 h. DCM (30 mL) and water (30 mL) were added, the organic layer was separated and washed with brine (30 mL), before being dried over sodium sulfate and concentrated under vacuum to... Starting materials: ClC=1C=C(C=C(C1OCC1=CC=C(C=C1)OC)Cl)C1=NOC(=N1)C(=O)OCC (Ethyl 3-(3,5-dichloro-4-(4-methoxybenzyloxy)phenyl)-1,2,4-oxadiazole-5-carboxylate), OC1=CC=C(CN)C=C1 (4-hydroxybenzylamine). Solvent: CCO (EtOH). Product: ClC=1C=C(C=C(C1OCC1=CC=C(C=C1)OC)Cl)C1=NOC(=N1)C(=O)NCC1=CC=C(C=C1)O (3-(3,5-Dichloro-4-(4-methoxybenzyloxy)phenyl)-N-(4-hydroxybenzyl)-1,2,4-oxadiazole-5-carboxamide). Isolated yield 87.9%. RXN SMILES: [Cl:1][C:2]1[CH:3]=[C:4]([C:19]2[N:23]=[C:22]([C:24](OCC)=[O:25])[O:21][N:20]=2)[CH:5]=[C:6]([Cl:18])[C:7]=1[O:8][CH2:9][C:10]1[CH:15]=[CH:14][C:13]([O:16][CH3:17])=[CH:12][CH:11]=1.[OH:29][C:30]1[CH:37]=[CH:36][C:33]([CH2:34][NH2:35])=[CH:32][CH:31]=1>CCO>[Cl:18][C:6]1[CH:5]=[C:4]([C:19]2[N:23]=[C:22]([C:24]([NH:35][CH2:34][C:33]3[CH:36]=[CH:37][C:30]([OH:29])=[CH:31][CH:32]=3)=[O:25])[O:21][N:20]=2)[CH:3]=[C:2]([Cl:1])[C:7]=1[O:8][CH2:9][C:10]1[CH:11]=[CH:12][C:13]([O:16][CH3:17])=[CH:14][CH:15]=1. Reported procedure: Ethyl 3-(3,5-dichloro-4-(4-methoxybenzyloxy)phenyl)-1,2,4-oxadiazole-5-carboxylate (4 g, 9.46 mmol) and 4-hydroxybenzylamine (2.33 g, 18.91 mmol) were heated in EtOH (150 mL) at 80° C. forming a yellow solution. After 1 h a colourless precipitate formed and the mixture was cooled to room temperature. The solid was filtered off, washed with EtOH and dried in a vacuum oven giving the title compound (4.16 g, 8.32 mmol, 88%) as a colourless solid. 1H NMR δ (ppm) (DMSO-d6): 3.81 (2H, s), 4.41 (2H, d,...